From a dataset of the Open Reaction Database (ORD), a public repository of structured organic reaction records. describe an organic reaction: reactants, conditions, products, and yield The reactants are ClC1=C(C=C(CO)C=C1)C(F)(F)F (4-chloro-3-(trifluoromethyl)benzyl alcohol), [H-].[Na+] (sodium hydride), COC1=CC=C(CCl)C=C1 (4-methoxy-benzyl chloride), [NH4+].[Cl-] (NH4Cl). Run in CN(C)C=O (DMF), CN(C)C=O (DMF). Conditions: temperature 0 celsius, time 30 minute. The product is ClC1=C(C=C(C=C1)COCC1=CC=C(C=C1)OC)C(F)(F)F (1-Chloro-4-(4-methoxy-benzyloxymethyl)-2-trifluoromethyl-benzene). As a reaction SMILES: [Cl:1][C:2]1[CH:9]=[CH:8][C:5]([CH2:6][OH:7])=[CH:4][C:3]=1[C:10]([F:13])([F:12])[F:11].[H-].[Na+].[CH3:16][O:17][C:18]1[CH:25]=[CH:24][C:21]([CH2:22]Cl)=[CH:20][CH:19]=1.[NH4+].[Cl-]>CN(C=O)C>[Cl:1][C:2]1[CH:9]=[CH:8][C:5]([CH2:6][O:7][CH2:22][C:21]2[CH:24]=[CH:25][C:18]([O:17][CH3:16])=[CH:19][CH:20]=2)=[CH:4][C:3]=1[C:10]([F:11])([F:12])[F:13] |f:1.2,4.5|. Procedure: To a solution of 4-chloro-3-(trifluoromethyl)benzyl alcohol (2.87 g, 13.63 mmol) in DMF (40 mL) is added sodium hydride (60% in mineral oil, 654 mg, 16.36 mmol) at 0° C. and the reaction mixture is stirred at 0° C. for 30 minutes. 4-methoxy-benzyl chloride (2.35 g, 15 mmol) in DMF (10 mL) is added and the reaction mixture is stirred at 0° C. for 1 h and at room temperature for 3 hours. The reaction mixture is poured into saturated aqueous NH4Cl (300 mL) and extracted with EtOAc. The combined ext... Reactants: FC1=C2CCC(OC2=CC=C1)C(=O)N1CCN(CC1)CC1=CC=CC=C1 (1-[(5-fluorochroman-2-yl)carbonyl]-4-benzylpiperazine), FC1=C2CCC(OC2=CC=C1)C(=O)O (5-fluorochroman-2-carboxylic acid), C(C1=CC=CC=C1)N1CCNCC1 (N-benzylpiperazine). Yields the product FC1=C2CCC(OC2=CC=C1)CN1CCN(CC1)CC1=CC=CC=C1 (1-[(5-FLUOROCHROMAN-2-YL)METHYL]-4-BENZYLPIPERAZINE). As a reaction SMILES: [F:1][C:2]1[CH:11]=[CH:10][CH:9]=[C:8]2[C:3]=1[CH2:4][CH2:5][CH:6]([C:12]([N:14]1[CH2:19][CH2:18][N:17]([CH2:20][C:21]3[CH:26]=[CH:25][CH:24]=[CH:23][CH:22]=3)[CH2:16][CH2:15]1)=O)[O:7]2.FC1C=CC=C2C=1CCC(C(O)=O)O2.C(N1CCNCC1)C1C=CC=CC=1>>[F:1][C:2]1[CH:11]=[CH:10][CH:9]=[C:8]2[C:3]=1[CH2:4][CH2:5][CH:6]([CH2:12][N:14]1[CH2:15][CH2:16][N:17]([CH2:20][C:21]3[CH:26]=[CH:25][CH:24]=[CH:23][CH:22]=3)[CH2:18][CH2:19]1)[O:7]2. Procedure: By carrying out the preparation as in Example 1, but using, at the start, 1-[(5-fluorochroman-2-yl)carbonyl]-4-benzylpiperazine resulting from the condensation of 5-fluorochroman-2-carboxylic acid with N-benzylpiperazine, the title compound is obtained. Starting materials: O=C=NC1CC1, NNC(=O)c1ccc(Cl)cc1, C1CCOC1. The product is O=C(NNC(=O)c1ccc(Cl)cc1)NC1CC1. Reaction SMILES: [CH:12]1([N:15]=[C:16]=[O:17])[CH2:13][CH2:14]1.[Cl:1][c:2]1[cH:3][cH:4][c:5]([C:6](=[O:7])[NH:8][NH2:9])[cH:10][cH:11]1.[O:18]1[CH2:19][CH2:20][CH2:21][CH2:22]1>>[Cl:1][c:2]1[cH:3][cH:4][c:5]([C:6](=[O:7])[NH:8][NH:9][C:16]([NH:15][CH:12]2[CH2:13][CH2:14]2)=[O:17])[cH:10][cH:11]1. The reactants are ice water, [N+](=O)([O-])C1=CC=C(C=C1)C1=NC=CC=2C(=CC=CC12)CC#N (1-(4-Nitrophenyl)isoquinoline-5-acetonitrile), C(C)(=O)O (acetic acid). The solvent is S(O)(O)(=O)=O (sulfuric acid). Product: [N+](=O)([O-])C1=CC=C(C=C1)C1=NC=CC=2C(=CC=CC12)CC(=O)O (1-(4-nitrophenyl)isoquinoline-5-acetic acid). RXN SMILES: [N+:1]([C:4]1[CH:9]=[CH:8][C:7]([C:10]2[C:19]3[CH:18]=[CH:17][CH:16]=[C:15](CC#N)[C:14]=3[CH:13]=[CH:12][N:11]=2)=[CH:6][CH:5]=1)([O-:3])=[O:2].[C:23]([OH:26])(=[O:25])[CH3:24]>S(=O)(=O)(O)O>[N+:1]([C:4]1[CH:9]=[CH:8][C:7]([C:10]2[C:19]3[CH:18]=[CH:17][CH:16]=[C:15]([CH2:24][C:23]([OH:26])=[O:25])[C:14]=3[CH:13]=[CH:12][N:11]=2)=[CH:6][CH:5]=1)([O-:3])=[O:2]. Reported procedure: 1-(4-Nitrophenyl)isoquinoline-5-acetonitrile (2.1 g) was dissolved in 12 ml of 75% sulfuric acid and 2 ml of acetic acid, and refluxed for 3 hours. The reaction mixture was poured into ice water, and washed with ether. The aqueous layer was neutralized with an aqueous solution of sodium hydroxide. The crystals that precipitated were collected by filtration, and recrystallized from tetrahydrofuran to afford 2.1 g of 1-(4-nitrophenyl)isoquinoline-5-acetic acid having a melting point of 252.2° to 2...